Dataset: the Open Reaction Database (ORD), a public repository of structured organic reaction records. Task: describe an organic reaction: reactants, conditions, products, and yield Reactants: COC(C1=C(C=C(C(=C1)[N+](=O)[O-])N1C([C@H](N(CC1)C1=NC=CC(=N1)C(F)(F)F)C(C)C)=O)S(=O)(=O)C)=O ((R)-methyl-4-(3-isopropyl-2-oxo-4-(4-(trifluoromethyl)pyrimidin-2-yl)piperazin-1-yl)-2-(methylsulfonyl)-5-nitrobenzoate). The reagents and catalysts are [Fe] (iron), [Fe] (iron). The solvent is C(C)(=O)O (acetic acid). Conditions: temperature 100 celsius, time 5 minute. Product: COC(=O)C=1C(=CC2=C(N=C3N2CCN(C3C(C)C)C3=NC=CC(=N3)C(F)(F)F)C1)S(=O)(=O)C (methyl-1-isopropyl-7-(methylsulfonyl)-2-(4-(trifluoromethyl)pyrimidin-2-yl)-1,2,3,4-tetrahydrobenzo[4,5]imidazo[1,2-a]pyrazine-8-carboxylate). The yield is 51.4%. RXN SMILES: [CH3:1][O:2][C:3](=[O:37])[C:4]1[CH:9]=[C:8]([N+:10]([O-])=O)[C:7]([N:13]2[CH2:18][CH2:17][N:16]([C:19]3[N:24]=[C:23]([C:25]([F:28])([F:27])[F:26])[CH:22]=[CH:21][N:20]=3)[C@H:15]([CH:29]([CH3:31])[CH3:30])[C:14]2=O)=[CH:6][C:5]=1[S:33]([CH3:36])(=[O:35])=[O:34]>C(O)(=O)C.[Fe]>[CH3:1][O:2][C:3]([C:4]1[C:5]([S:33]([CH3:36])(=[O:35])=[O:34])=[CH:6][C:7]2[N:13]3[CH2:18][CH2:17][N:16]([C:19]4[N:24]=[C:23]([C:25]([F:28])([F:26])[F:27])[CH:22]=[CH:21][N:20]=4)[CH:15]([CH:29]([CH3:31])[CH3:30])[C:14]3=[N:10][C:8]=2[CH:9]=1)=[O:37]. Procedure: To a solution of (R)-methyl-4-(3-isopropyl-2-oxo-4-(4-(trifluoromethyl)pyrimidin-2-yl)piperazin-1-yl)-2-(methylsulfonyl)-5-nitrobenzoate (1.45 g, 2.66 mmol) in glacial acetic acid (17 mL) was added iron powder (445 mg, 7.97 mmol). The mixture was heated to 100° C. After 5 min, the suspended iron dissolved into solution. The mixture was stirred at 100° C. for 48 h, at which point the flask was cooled to rt and the contents were poured into ice. The mixture was extracted with EtOAc (2×75 mL), then... The reactants are NC1=NC(=C(C(=N1)C=1OC=CC1)C#N)OCC1=NC=C(C=C1)C (2-amino-4-furan-2-yl-6-(5-methyl-pyridin-2-ylmethoxy)-pyrimidine-5-carbonitrile), M{35Cl} H+, ClN1C(CCC1=O)=O (N-chlorosuccinimide), M{37Cl} H+. Run in CN(C)C=O (DMF). The product is NC1=NC(=C(C(=N1)C=1OC(=CC1)Cl)C#N)OCC1=NC=C(C=C1)C (2-Amino-4-(5-chloro-furan-2-yl)-6-(5-methyl-pyridin-2-yl-methoxy)-pyrimidine-5-carbonitrile). Reaction SMILES: [NH2:1][C:2]1[N:7]=[C:6]([C:8]2[O:9][CH:10]=[CH:11][CH:12]=2)[C:5]([C:13]#[N:14])=[C:4]([O:15][CH2:16][C:17]2[CH:22]=[CH:21][C:20]([CH3:23])=[CH:19][N:18]=2)[N:3]=1.[Cl:24]N1C(=O)CCC1=O>CN(C=O)C>[NH2:1][C:2]1[N:7]=[C:6]([C:8]2[O:9][C:10]([Cl:24])=[CH:11][CH:12]=2)[C:5]([C:13]#[N:14])=[C:4]([O:15][CH2:16][C:17]2[CH:22]=[CH:21][C:20]([CH3:23])=[CH:19][N:18]=2)[N:3]=1. Reported procedure: From 2-amino-4-furan-2-yl-6-(5-methyl-pyridin-2-ylmethoxy)-pyrimidine-5-carbonitrile and N-chlorosuccinimide in DMF. ES-MS m/e (%): 344 (M{37Cl}+H+, 35), 342 (M{35Cl}+H+, 100). The reactants are COC(=O)CBr, CCc1cc2c(O)cccc2n1Cc1ccccc1, CN(C)C=O, O. The product is CCc1cc2c(OCC(=O)OC)cccc2n1Cc1ccccc1. As a reaction SMILES: [Br:20][CH2:21][C:22](=[O:23])[O:24][CH3:25].[CH2:1]([CH3:2])[c:3]1[n:4]([CH2:13][c:14]2[cH:15][cH:16][cH:17][cH:18][cH:19]2)[c:5]2[cH:6][cH:7][cH:8][c:9]([OH:12])[c:10]2[cH:11]1.[CH3:26][N:27]([CH3:28])[CH:29]=[O:30].[OH2:31]>>[CH2:1]([CH3:2])[c:3]1[n:4]([CH2:13][c:14]2[cH:15][cH:16][cH:17][cH:18][cH:19]2)[c:5]2[cH:6][cH:7][cH:8][c:9]([O:12][CH2:21][C:22](=[O:23])[O:24][CH3:25])[c:10]2[cH:11]1. Starting materials: COP(OC)OC, CCOC(C)=O, Fc1ccc(C(=C(CBr)n2cnnn2)c2ccc(F)cc2)cc1. Yields the product COP(=O)(CC(=C(c1ccc(F)cc1)c1ccc(F)cc1)n1cnnn1)OC. Reaction SMILES: [CH3:24][O:25][P:26]([O:27][CH3:28])[O:29][CH3:30].[CH3:31][CH2:32][O:33][C:34](=[O:35])[CH3:36].[F:1][c:2]1[cH:3][cH:4][c:5]([C:8](=[C:9]([CH2:10][Br:11])[n:12]2[n:13][n:14][n:15][cH:16]2)[c:17]2[cH:18][cH:19][c:20]([F:23])[cH:21][cH:22]2)[cH:6][cH:7]1>>[F:1][c:2]1[cH:3][cH:4][c:5]([C:8](=[C:9]([CH2:10][P:26]([O:25][CH3:24])([O:27][CH3:28])=[O:29])[n:12]2[n:13][n:14][n:15][cH:16]2)[c:17]2[cH:18][cH:19][c:20]([F:23])[cH:21][cH:22]2)[cH:6][cH:7]1. Reactants: IC=1C=C2C(C(NC(C2=CC1)=O)=O)=COC (6-iodo-4-methoxymethylene-4H-isoquinoline-1,3-dione), CN1CCN(CC1)C1=NC=C(C=N1)N (2-(4-methyl-piperazin-1-yl)-pyrimidin-5-ylamine). The solvent is CN(C=O)C (N,N-dimethylformamide). The product is IC=1C=C2/C(/C(NC(C2=CC1)=O)=O)=C/NC=1C=NC(=NC1)N1CCN(CC1)C ((4Z)-6-Iodo-4-({[2-(4-methylpiperazin-1-yl)pyrimidin-5-yl]amino}methylene)isoquinoline-1,3(2H,4H)-dione). Isolated yield 68.6%. As a reaction SMILES: [I:1][C:2]1[CH:3]=[C:4]2[C:9](=[CH:10][CH:11]=1)[C:8](=[O:12])[NH:7][C:6](=[O:13])[C:5]2=[CH:14]OC.[CH3:17][N:18]1[CH2:23][CH2:22][N:21]([C:24]2[N:29]=[CH:28][C:27]([NH2:30])=[CH:26][N:25]=2)[CH2:20][CH2:19]1>CN(C)C=O>[I:1][C:2]1[CH:3]=[C:4]2[C:9](=[CH:10][CH:11]=1)[C:8](=[O:12])[NH:7][C:6](=[O:13])/[C:5]/2=[CH:14]\[NH:30][C:27]1[CH:26]=[N:25][C:24]([N:21]2[CH2:22][CH2:23][N:18]([CH3:17])[CH2:19][CH2:20]2)=[N:29][CH:28]=1. Procedure: A N,N-dimethylformamide solution (1.6 mL) of 6-iodo-4-methoxymethylene-4H-isoquinoline-1,3-dione (254 mg, 0.77 mmol), and 2-(4-methyl-piperazin-1-yl)-pyrimidin-5-ylamine (157 mg, 0.813 mmol) is heated at 90° C. for 40 min. After cooling in the refrigerator, the precipitate is collected, and washed with N,N-dimethylformamide and ether to give 259 mg (65%) of the title compound as a yellow solid. MS (ESI) m/z 491 (M+H)+1 Reactants: FC=1C=C(C=C(C1)F)C1CC(C(C(N1)=O)(C)C)=O (6-(3,5-Difluorophenyl)-3,3-dimethylpiperidine-2,4-dione), [BH4-].[Na+] (NaBH4). Solvent: C1CCOC1 (THF), CO (CH3OH). Conditions: time 2.5 hour. Product: FC=1C=C(C=C(C1)F)[C@@H]1C[C@@H](C(C(N1)=O)(C)C)O (cis-6-(3,5-Difluorophenyl)-4-hydroxy-3,3-dimethylpiperidin-2-one). RXN SMILES: [F:1][C:2]1[CH:3]=[C:4]([CH:9]2[NH:14][C:13](=[O:15])[C:12]([CH3:17])([CH3:16])[C:11](=[O:18])[CH2:10]2)[CH:5]=[C:6]([F:8])[CH:7]=1.[BH4-].[Na+]>C1COCC1.CO>[F:8][C:6]1[CH:5]=[C:4]([C@H:9]2[NH:14][C:13](=[O:15])[C:12]([CH3:16])([CH3:17])[C@@H:11]([OH:18])[CH2:10]2)[CH:3]=[C:2]([F:1])[CH:7]=1 |f:1.2|. Reported procedure: To a solution of 6-(3,5-difluorophenyl)-3,3-dimethylpiperidine-2,4-dione from Step A (20.18 g, 80 mmol) in THF (600 mL) and CH3OH (25 mL) at 0° C. was added NaBH4 (4.57 g, 121 mmol). After 2.5 h, the reaction mixture was quenched with H2O (200 mL) and concentrated in vacuo. The residue was partitioned between H2O (600 mL), saturated aqueous NaHCO3 (200 mL) and EtOAc (1 L). The organic layer was separated and the aqueous layer was extracted with EtOAc (600 mL). The combined organic layers were dr... The reactants are C(C1=CC=CC=C1)(=O)Cl (benzoylchloride), CNN (Methylhydrazine), 0.5h. Run in ClCCl (dichloromethane), ClCCl (dichloromethane). Product: C(C1=CC=CC=C1)(=O)N(N)C (N-Benzoyl-N-methylhydrazine). Yield: 66.6%. RXN SMILES: [CH3:1][NH:2][NH2:3].[C:4](Cl)(=[O:11])[C:5]1[CH:10]=[CH:9][CH:8]=[CH:7][CH:6]=1>ClCCl>[C:4]([N:2]([CH3:1])[NH2:3])(=[O:11])[C:5]1[CH:10]=[CH:9][CH:8]=[CH:7][CH:6]=1. Reported procedure: Methylhydrazine (0.212 ml, 4.0 mmol) was dissolved in dichloromethane (10 ml) and was treated dropwise with benzoylchloride (0.232 ml, 2.0 mmol) in dichloromethane (5 ml). After stirring for 0.5h the solution was evaporated to dryness. The residue was partitioned between water and ethyl acetate. The organic phase was dried and evaporated under reduced pressure to give the title compound (0.20 g, 65%); δH (CDCl3) 3.13 (3H, s), 4.5 (2H, brs), and 7.30 (5H, s).